This data is from the Open Reaction Database (ORD), a public repository of structured organic reaction records. The task is: describe an organic reaction: reactants, conditions, products, and yield Reactants: COc1ccc(C(C)CNCc2cccc(C(F)(F)F)c2Cl)cc1, CC(C)CC(CN)c1ccccc1. Yields the product CC(C)CC(CNCc1cccc(C(F)(F)F)c1Cl)c1ccccc1. RXN SMILES: [Cl:14][c:15]1[c:16]([CH2:17][NH:18][CH2:19][CH:20]([c:21]2[cH:22][cH:23][c:24]([O:25][CH3:26])[cH:27][cH:28]2)[CH3:29])[cH:30][cH:31][cH:32][c:33]1[C:34]([F:35])([F:36])[F:37].[c:1]1([CH:7]([CH2:8][NH2:9])[CH2:10][CH:11]([CH3:12])[CH3:13])[cH:2][cH:3][cH:4][cH:5][cH:6]1>>[c:1]1([CH:7]([CH2:8][NH:9][CH2:17][c:16]2[c:15]([Cl:14])[c:33]([C:34]([F:35])([F:36])[F:37])[cH:32][cH:31][cH:30]2)[CH2:10][CH:11]([CH3:12])[CH3:13])[cH:2][cH:3][cH:4][cH:5][cH:6]1. Product: COC(=O)c1c[nH]c2cc(Br)ccc12. Reaction SMILES: [Br:1][c:2]1[cH:3][cH:4][c:5]2[c:6]([C:11](=[O:12])[OH:13])[cH:7][nH:8][c:9]2[cH:10]1.[CH3:14][Si:15]([CH:16]=[N+:17]=[N-:18])([CH3:19])[CH3:20].[CH3:21][OH:22]>>[Br:1][c:2]1[cH:3][cH:4][c:5]2[c:6]([C:11]([O:12][CH3:14])=[O:13])[cH:7][nH:8][c:9]2[cH:10]1. Reactants: O=C(O)c1c[nH]c2cc(Br)ccc12, C[Si](C)(C)C=[N+]=[N-], CO. Reactants: FC(CC(C(=O)O)NC(=O)N1CCOCCC1)(CCC)F (4,4-Difluoro-2-[([1,4]oxazepane-4-carbonyl)-amino]-heptanoic acid), Cl.N[C@H](C#N)CC ((S)-2-Amino-butyronitrile hydrochloride), Perhydro-1,4-oxazepine4-carboxylic acid [(S)-1-((S)-1-cyano-propylcarbamoyl)-3,3-fluoro-hexyl]-amide. Product: C(#N)[C@H](CC)NC(=O)[C@H](CC(CCC)(F)F)NC(=O)N1CCOCCC1 (Perhydro-1,4-oxazepine-4-carboxylic acid [(S)-1-((S)-1-cyano-propylcarbamoyl)-3,3-difluoro-hexyl]-amide). RXN SMILES: [F:1][C:2]([F:21])([CH2:18][CH2:19][CH3:20])[CH2:3][CH:4]([NH:8][C:9]([N:11]1[CH2:17][CH2:16][CH2:15][O:14][CH2:13][CH2:12]1)=[O:10])[C:5]([OH:7])=O.Cl.[NH2:23][C@@H:24]([CH2:27][CH3:28])[C:25]#[N:26]>>[C:25]([C@@H:24]([NH:23][C:5]([C@@H:4]([NH:8][C:9]([N:11]1[CH2:17][CH2:16][CH2:15][O:14][CH2:13][CH2:12]1)=[O:10])[CH2:3][C:2]([F:1])([F:21])[CH2:18][CH2:19][CH3:20])=[O:7])[CH2:27][CH3:28])#[N:26] |f:1.2|. Procedure: By proceeding in a similar manner to Example 28 above but using 4,4-Difluoro-2-[([1,4]oxazepane-4-carbonyl)-amino]-heptanoic acid and (S)-2-Amino-butyronitrile hydrochloride there is prepared Perhydro-1,4-oxazepine4-carboxylic acid [(S)-1-((S)-1-cyano-propylcarbamoyl)-3,3-fluoro-hexyl]-amide. The reactants are C1CCOC1, CC(C)(C)[O-], ClC(Cl)Cl, [K+], C[Si](C)(C)CCOCn1cnc(-c2ccc([N+](=O)[O-])s2)n1, CN(C)C=O. The product is C[Si](C)(C)CCOCn1cnc(-c2cc(C(Cl)Cl)c([N+](=O)[O-])s2)n1. Reaction SMILES: [CH2:32]1[O:33][CH2:34][CH2:35][CH2:36]1.[CH3:1][C:2]([CH3:3])([O-:4])[CH3:5].[Cl:28][CH:29]([Cl:30])[Cl:31].[K+:6].[N+:7](=[O:8])([O-:9])[c:10]1[cH:11][cH:12][c:13](-[c:15]2[n:16][n:17]([CH2:20][O:21][CH2:22][CH2:23][Si:24]([CH3:25])([CH3:26])[CH3:27])[cH:18][n:19]2)[s:14]1.[O:37]=[CH:38][N:39]([CH3:40])[CH3:41]>>[N+:7](=[O:8])([O-:9])[c:10]1[c:11]([CH:29]([Cl:28])[Cl:30])[cH:12][c:13](-[c:15]2[n:16][n:17]([CH2:20][O:21][CH2:22][CH2:23][Si:24]([CH3:25])([CH3:26])[CH3:27])[cH:18][n:19]2)[s:14]1.